From a dataset of the Open Reaction Database (ORD), a public repository of structured organic reaction records. describe an organic reaction: reactants, conditions, products, and yield The reactants are C1=CC=CC=2C3=CC=CC=C3CC12 (fluorene), [N+](=O)([O-])C1=CC=C(C=O)C=C1 (4-nitrobenzaldehyde), [OH-].[K+] (potassium hydroxide), C(C)(C)(C)C1=CC=2CC3=CC(=CC=C3C2C(=C1)CCl)C(C)(C)C (2,7-di-t-butyl-4-chloromethylfluorene), C1(=CC=CC=C1)P(C1=CC=CC=C1)C1=CC=CC=C1 (triphenylphosphine). Run in N1=CC=CC=C1 (pyridine), O (water). Reaction conditions: time 20 hour. The product is C1(C=CC=C2C3=CC=CC=C3C=C12)=O (fluorenone). Yield: 33.0%. Reaction SMILES: [CH:1]1[C:13]2[CH2:12][C:11]3[C:6](=[CH:7][CH:8]=[CH:9][CH:10]=3)[C:5]=2[CH:4]=[CH:3][CH:2]=1.C(C1C=C(CCl)C2C3C(=CC(C(C)(C)C)=CC=3)CC=2C=1)(C)(C)C.C1(P(C2C=CC=CC=2)C2C=CC=CC=2)C=CC=CC=1.[N+](C1C=CC(C=O)=CC=1)([O-])=[O:57].[OH-].[K+]>O.N1C=CC=CC=1>[C:1]1(=[O:57])[C:13]2[C:5]([C:6]3[C:11]([CH:12]=2)=[CH:10][CH:9]=[CH:8][CH:7]=3)=[CH:4][CH:3]=[CH:2]1 |f:4.5|. Procedure: Into a 200 ml round-bottom flask, 5.0 g of a fluorene compound (m.p. 205.5°-207.5° C.) having the following structural formula ##STR8## which had been obtained by reacting 2,7-di-t-butyl-4-chloromethylfluorene with triphenylphosphine and then condensing the reaction product with 4-nitrobenzaldehyde, was introduced together with 0.3 g of potassium hydroxide and 100 ml of pyridine. The resulting mixture was stirred at room temperature for 20 hours in an air atmosphere. After completion of the reac... Starting materials: C1=CC(=C2C=CC=C3C4=CC=CC=C4C1=C23)B(O)O (3-fluorantheneboronic acid), BrC=1C=C(C=CC1)I (3-bromoiodobenzene), C1(=CC=CC=C1)C (toluene), C([O-])([O-])=O.[Na+].[Na+] (sodium carbonate). The reagents and catalysts are C=1C=CC(=CC1)[P](C=2C=CC=CC2)(C=3C=CC=CC3)[Pd]([P](C=4C=CC=CC4)(C=5C=CC=CC5)C=6C=CC=CC6)([P](C=7C=CC=CC7)(C=8C=CC=CC8)C=9C=CC=CC9)[P](C=1C=CC=CC1)(C=1C=CC=CC1)C=1C=CC=CC1 (tetrakis(triphenylphosphine)palladium). The solvent is CO (methanol), O (water), C(OC)COC (dimethoxyethane). Product: BrC=1C=C(C=CC1)C=1C=CC=2C3=CC=CC=C3C3=CC=CC1C23 (3-(3-bromophenyl)fluoranthene). The yield is 70.3%. Reaction SMILES: [CH:1]1[C:15]2=[C:16]3[C:8]([C:9]4[C:14]2=[CH:13][CH:12]=[CH:11][CH:10]=4)=[CH:7][CH:6]=[CH:5][C:4]3=[C:3](B(O)O)[CH:2]=1.[Br:20][C:21]1[CH:22]=[C:23](I)[CH:24]=[CH:25][CH:26]=1.C1(C)C=CC=CC=1.C(=O)([O-])[O-].[Na+].[Na+]>C1C=CC([P]([Pd]([P](C2C=CC=CC=2)(C2C=CC=CC=2)C2C=CC=CC=2)([P](C2C=CC=CC=2)(C2C=CC=CC=2)C2C=CC=CC=2)[P](C2C=CC=CC=2)(C2C=CC=CC=2)C2C=CC=CC=2)(C2C=CC=CC=2)C2C=CC=CC=2)=CC=1.CO.O.C(COC)OC>[Br:20][C:21]1[CH:22]=[C:23]([C:5]2[CH:6]=[CH:7][C:8]3[C:9]4[C:14]([C:15]5[C:16]=3[C:4]=2[CH:3]=[CH:2][CH:1]=5)=[CH:13][CH:12]=[CH:11][CH:10]=4)[CH:24]=[CH:25][CH:26]=1 |f:3.4.5,^1:44,46,65,84|. Procedure details: In argon atmosphere, a mixture of 18.18 g (81.3 mmol) of 3-fluorantheneboronic acid, 22.99 g (81.3 mmol) of 3-bromoiodobenzene, 4.70 g (4.10 mmol) of tetrakis(triphenylphosphine)palladium (0), 80 ml of toluene, 80 ml of dimethoxyethane, and 123 g of a 2 M sodium carbonate aqueous solution was refluxed for 8 h under stirring. After the reaction, the reaction mixture was added with water and stirred at room temperature for one hour. After adding methanol, the solid matter was collected by filtrati... Reactants: COc1nnc2c(Cl)nc3ccc(Br)cc3n12, O=C([O-])O, CC(C)N, CCOC(C)=O, [Na+], CN(C)C=O. The product is COc1nnc2c(NC(C)C)nc3ccc(Br)cc3n12. RXN SMILES: [Br:1][c:2]1[cH:3][cH:4][c:5]2[n:6][c:7]([Cl:17])[c:8]3[n:9]([c:10]2[cH:11]1)[c:12]([O:15][CH3:16])[n:13][n:14]3.[C:18](=[O:19])([OH:20])[O-:21].[CH3:23][CH:24]([CH3:25])[NH2:26].[CH3:32][CH2:33][O:34][C:35]([CH3:36])=[O:37].[Na+:22].[O:27]=[CH:28][N:29]([CH3:30])[CH3:31]>>[Br:1][c:2]1[cH:3][cH:4][c:5]2[n:6][c:7]([NH:26][CH:24]([CH3:23])[CH3:25])[c:8]3[n:9]([c:10]2[cH:11]1)[c:12]([O:15][CH3:16])[n:13][n:14]3. Starting materials: COC=1C=C(C=CC1)S (3-Methoxybenzenethiol), C([O-])([O-])=O.[K+].[K+] (potassium carbonate), water ice, BrC1=CN(C=2N=CN=C(C21)Cl)COCC[Si](C)(C)C (5-Bromo-4-chloro-7-((2-(trimethylsilyl)ethoxy)methyl)-7H-pyrrolo[2,3-d]pyrimidine). Reagents/catalysts: [Cu]I (copper(I) iodide). Run in CN(C=O)C (dimethylformamide). Reaction conditions: temperature 70 celsius. Product: ClC=1C2=C(N=CN1)N(C=C2SC2=CC(=CC=C2)OC)COCC[Si](C)(C)C (4-Chloro-5-((3-methoxyphenyl)thio)-7-((2-(trimethylsilyl)ethoxy)methyl)-7H-pyrrolo[2,3-d]pyrimidine). Yield: 41.0%. RXN SMILES: Br[C:2]1[C:10]2[C:9]([Cl:11])=[N:8][CH:7]=[N:6][C:5]=2[N:4]([CH2:12][O:13][CH2:14][CH2:15][Si:16]([CH3:19])([CH3:18])[CH3:17])[CH:3]=1.[CH3:20][O:21][C:22]1[CH:23]=[C:24]([SH:28])[CH:25]=[CH:26][CH:27]=1.C(=O)([O-])[O-].[K+].[K+]>CN(C)C=O.[Cu]I>[Cl:11][C:9]1[C:10]2[C:2]([S:28][C:24]3[CH:25]=[CH:26][CH:27]=[C:22]([O:21][CH3:20])[CH:23]=3)=[CH:3][N:4]([CH2:12][O:13][CH2:14][CH2:15][Si:16]([CH3:19])([CH3:18])[CH3:17])[C:5]=2[N:6]=[CH:7][N:8]=1 |f:2.3.4|. Procedure: 5-Bromo-4-chloro-7-((2-(trimethylsilyl)ethoxy)methyl)-7H-pyrrolo[2,3-d]pyrimidine (300 mg, 0.74 mmol) was dissolved in 3 mL dimethylformamide. 3-Methoxybenzenethiol (140 mg, 1.10 mmol), copper(I) iodide (205 mg, 1.1 mmol) and potassium carbonate (152 mg, 1.1 mmol) were added. The reaction vessel was sealed and submitted to three vacuum-nitrogen cycles. The reaction was heated at 70° C. for 5 h. The mixture was poured into water-ice and extracted twice with ethyl acetate. The organics were dried ... Reactants: N[C@H]([C@@H](CN[C@H]1CCOC2=CC=C(C=C12)I)O)CC1=CC(=CC(=C1)F)F ((2R,3S)-3-amino-4-(3,5-difluorophenyl)-1-{[(4S)-6-iodo-3,4-dihydro-2H-chromen-4-yl]amino}butan-2-ol), TEA, CS(=O)(=O)Cl (MsCl). Solvent: C(Cl)Cl (DCM). Conditions: temperature 0 celsius. Product: FC=1C=C(C[C@@H]([C@@H](CN[C@H]2CCOC3=CC=C(C=C23)I)O)NS(=O)(=O)C)C=C(C1)F (N-((1S,2R)-1-(3,5-difluorobenzyl)-2-hydroxy-3-{[(4S)-6-iodo-3,4-dihydro-2H-chromen-4-yl]amino}propyl)methanesulfonamide). Reaction SMILES: [NH2:1][C@@H:2]([CH2:18][C:19]1[CH:24]=[C:23]([F:25])[CH:22]=[C:21]([F:26])[CH:20]=1)[C@H:3]([OH:17])[CH2:4][NH:5][C@@H:6]1[C:15]2[C:10](=[CH:11][CH:12]=[C:13]([I:16])[CH:14]=2)[O:9][CH2:8][CH2:7]1.[CH3:27][S:28](Cl)(=[O:30])=[O:29]>C(Cl)Cl>[F:25][C:23]1[CH:24]=[C:19]([CH:20]=[C:21]([F:26])[CH:22]=1)[CH2:18][C@H:2]([NH:1][S:28]([CH3:27])(=[O:30])=[O:29])[C@H:3]([OH:17])[CH2:4][NH:5][C@@H:6]1[C:15]2[C:10](=[CH:11][CH:12]=[C:13]([I:16])[CH:14]=2)[O:9][CH2:8][CH2:7]1. Procedure details: (2R,3S)-3-amino-4-(3,5-difluorophenyl)-1-{[(4S)-6-iodo-3,4-dihydro-2H-chromen-4-yl]amino}butan-2-ol (1 equiv) was dissolved in DCM with TEA (2 equiv) then cooled to 0° C. and treated with MsCl (1.25 equiv) while stirring. The reaction mixture was removed from the cold bath, brought to ambient temperature, then quenched with MeOH and concentrated. The residue was dissolved in EtOAc and washed with 1M HCl (2×10 mL). The organics were dried and concentrated and chromatographed over silica gel. 1H N... Reactants: C1CCCCC1, CCOC(C)=O, Clc1cncc(Cl)n1, Oc1ccccc1-c1ccccc1. Yields the product Clc1cncc(Oc2ccccc2-c2ccccc2)n1. As a reaction SMILES: [CH2:28]1[CH2:29][CH2:30][CH2:31][CH2:32][CH2:33]1.[CH3:22][CH2:23][O:24][C:25]([CH3:26])=[O:27].[Cl:1][c:2]1[n:3][c:4]([Cl:8])[cH:5][n:6][cH:7]1.[c:9]1(-[c:15]2[c:16]([OH:21])[cH:17][cH:18][cH:19][cH:20]2)[cH:10][cH:11][cH:12][cH:13][cH:14]1>>[c:2]1([O:21][c:16]2[c:15](-[c:9]3[cH:10][cH:11][cH:12][cH:13][cH:14]3)[cH:20][cH:19][cH:18][cH:17]2)[n:3][c:4]([Cl:8])[cH:5][n:6][cH:7]1. Starting materials: CC(N=C=NC(C)C)C (DIC), F[C@@H](COC=1C=NC(=NC1)C1=CC=C(C=C1)OCCCC[Si](CCC(C(C(C(C(C(F)(F)F)(F)F)(F)F)(F)F)(F)F)(F)F)(C)C)[C@H](CCCCC)F ((S,S)-5-(2,3-Difluorooctyloxy)-2-(4-{4-[dimethyl-(3,3,4,4,5,5,6,6,7,7,8,8,8-tridecafluoro-octyl)-silanyl]-butoxy}-phenyl)-pyrimidine), C(CCCC)[C@@H]1CC[C@H](CC1)C(=O)O (trans-4-pentylcyclohexanecarboxlic acid). The reagents and catalysts are CN(C)C=1C=CN=CC1 (DMAP). The solvent is C(C)(=O)OCC (ethyl acetate), C(C)(=O)OCC (ethyl acetate). Reaction conditions: time 24 hour. Product: C[Si](CCCCOC1=CC=C(C=C1)C1=NC=C(C=N1)OC(=O)[C@@H]1CC[C@H](CC1)CCCCC)(CCC(C(C(C(C(C(F)(F)F)(F)F)(F)F)(F)F)(F)F)(F)F)C (Trans-4-pentylcyclohexanecarboxylic acid 2-(4-{4-[dimethyl-(3,3,4,4,5,5,6,6,7,7,8,8,8-tridecafluoro-octyl)-silanyl]-butoxy}-phenyl)-pyrimidin-5-yl ester). Reaction SMILES: CC(C)N=C=NC(C)C.F[C@H]([C@@H](F)CCCCC)CO[C:14]1[CH:15]=[N:16][C:17]([C:20]2[CH:25]=[CH:24][C:23]([O:26][CH2:27][CH2:28][CH2:29][CH2:30][Si:31]([CH3:54])([CH3:53])[CH2:32][CH2:33][C:34]([F:52])([F:51])[C:35]([F:50])([F:49])[C:36]([F:48])([F:47])[C:37]([F:46])([F:45])[C:38]([F:44])([F:43])[C:39]([F:42])([F:41])[F:40])=[CH:22][CH:21]=2)=[N:18][CH:19]=1.[CH2:62]([C@H:67]1[CH2:72][CH2:71][C@H:70]([C:73]([OH:75])=[O:74])[CH2:69][CH2:68]1)[CH2:63][CH2:64][CH2:65][CH3:66]>C(OCC)(=O)C.CN(C1C=CN=CC=1)C>[CH3:54][Si:31]([CH3:53])([CH2:32][CH2:33][C:34]([F:52])([F:51])[C:35]([F:49])([F:50])[C:36]([F:47])([F:48])[C:37]([F:45])([F:46])[C:38]([F:43])([F:44])[C:39]([F:40])([F:41])[F:42])[CH2:30][CH2:29][CH2:28][CH2:27][O:26][C:23]1[CH:24]=[CH:25][C:20]([C:17]2[N:16]=[CH:15][C:14]([O:74][C:73]([C@H:70]3[CH2:69][CH2:68][C@H:67]([CH2:62][CH2:63][CH2:64][CH2:65][CH3:66])[CH2:72][CH2:71]3)=[O:75])=[CH:19][N:18]=2)=[CH:21][CH:22]=1. Reported procedure: A solution of DIC (0.061 g, 0.48 mmol) in ethyl acetate (3.0 ml) was added dropwise to a stirred solution of compound 48 (0.261 g, 0.400 mmol), trans-4-pentylcyclohexanecarboxlic acid (0.095 g, 0.480 mmol) and DMAP (4.90 mg, 0.04 mmol) in ethyl acetate (3.0 ml). The reaction mixture was stirred at room temperature for 24 h, the solvent removed in vacuo and the residues purified by column chromatography [silica gel, eluted with hexane/ethyl acetate (4:1)] to give a colorless solid, which recrysta...